This data is from the Open Reaction Database (ORD), a public repository of structured organic reaction records. The task is: describe an organic reaction: reactants, conditions, products, and yield The reactants are [Na] (sodium), OCC=1C=NC=CC1 (3-hydroxymethylpyridine), COC(C(C)C1=CC=C(C=C1)CC(C)C)=O (2-(p-isobutylphenyl)propionic acid methyl ester). The solvent is O (water). Yields the product N1=CC(=CC=C1)COC(C(C)C1=CC=C(C=C1)CC(C)C)=O (2-(p-isobutylphenyl)propionic acid-3-pyridylmethyl ester). RXN SMILES: [Na].[OH:2][CH2:3][C:4]1[CH:5]=[N:6][CH:7]=[CH:8][CH:9]=1.C[O:11][C:12](=O)[CH:13]([C:15]1[CH:20]=[CH:19][C:18]([CH2:21][CH:22]([CH3:24])[CH3:23])=[CH:17][CH:16]=1)[CH3:14]>O>[N:6]1[CH:7]=[CH:8][CH:9]=[C:4]([CH2:3][O:2][C:12](=[O:11])[CH:13]([C:15]2[CH:20]=[CH:19][C:18]([CH2:21][CH:22]([CH3:24])[CH3:23])=[CH:17][CH:16]=2)[CH3:14])[CH:5]=1 |^1:0|. Procedure: A mixture of 0.05 g of sodium and 8 ml of 3-hydroxymethylpyridine was heated at 65°-70° C. for 10 hours. To this mixture was added 3.8 g of 2-(p-isobutylphenyl)propionic acid methyl ester, and the whole was heated at 95°-100° C. for 8 hours. After cooling to room temperature, 100 ml of water was added. The resulting mixture was extracted with ether, and the ether was distilled away from the extract to leave a residue. The residue was passed through a column of silica gel, and the adsorbate was e... The reactants are OC1(C(NC2=CC=CC=C12)=O)C1=CC=CC=C1 (3-hydroxy-3-phenyl-1,3-dihydro-indol-2-one), C(C)(C)(C)C1=CC=C(C=C1)S(=O)(=O)NC1=CC(=C(C=C1)C)O (4-tert-butyl-N-(3-hydroxy-4-methyl-phenyl)-benzenesulfonamide), C1(=CC=C(C=C1)S(=O)(=O)O)C (p-toluenesulfonic acid). The product is C(C)(C)(C)C1=CC=C(C=C1)S(=O)(=O)NC1=C(C=C(C(=C1)O)C)C1(C(NC2=CC=CC=C12)=O)C1=CC=CC=C1 (4-tert-butyl-N-[5-hydroxy-4-methyl-2-(2-oxo-3-phenyl-2,3 -dihydro-1H-indol-3-yl)-phenyl]-benzenesulfonamide). The solvent is ClC(C)Cl (dichloroethane). Yield: 89.4%. Reported procedure: As another non-limiting example, 4-tert-butyl-N-[5-hydroxy-4-methyl-2-(2-oxo-3-phenyl-2,3 -dihydro-1H-indol-3-yl)-phenyl]-benzenesulfonamide (compound 1430) was synthesized by adding dropwise 4-tert-butyl-benzenesulfonyl chloride (8 g, 34 mmol) in 5 mL dichloromethane to a stirring solution of 5-Amino-2-methyl-phenol (4 g, 32 mmol) in 20 mL pyridine and letting the mixture spin overnight at room temperature. The resulting mixture was concentrated in vacuo and the product was purified by column c... Reaction SMILES: O[C:2]1([C:12]2[CH:17]=[CH:16][CH:15]=[CH:14][CH:13]=2)[C:10]2[C:5](=[CH:6][CH:7]=[CH:8][CH:9]=2)[NH:4][C:3]1=[O:11].[C:18]([C:22]1[CH:27]=[CH:26][C:25]([S:28]([NH:31][C:32]2[CH:37]=[CH:36][C:35]([CH3:38])=[C:34]([OH:39])[CH:33]=2)(=[O:30])=[O:29])=[CH:24][CH:23]=1)([CH3:21])([CH3:20])[CH3:19].C1(C)C=CC(S(O)(=O)=O)=CC=1>ClC(Cl)C>[C:18]([C:22]1[CH:27]=[CH:26][C:25]([S:28]([NH:31][C:32]2[CH:33]=[C:34]([OH:39])[C:35]([CH3:38])=[CH:36][C:37]=2[C:2]2([C:12]3[CH:17]=[CH:16][CH:15]=[CH:14][CH:13]=3)[C:10]3[C:5](=[CH:6][CH:7]=[CH:8][CH:9]=3)[NH:4][C:3]2=[O:11])(=[O:30])=[O:29])=[CH:24][CH:23]=1)([CH3:21])([CH3:20])[CH3:19]. Reactants: C(C)(C)(C)OC(=O)N1CC(N(CC1)CC1=C(C=CC(=C1)O[Si](C1=CC=CC=C1)(C1=CC=CC=C1)C(C)(C)C)F)=O (4-[2-fluoro-5-(tert-butyldiphenylsilyloxy)-benzyl]-3-oxo-piperazine-1-carboxylic acid tert-butyl ester), FC(C(=O)O)(F)F (trifluoroacetic acid), C([O-])(O)=O.[Na+] (sodium bicarbonate). The solvent is C(Cl)Cl (methylene chloride). Conditions: time 2 hour. The product is FC1=C(CN2C(CNCC2)=O)C=C(C=C1)O[Si](C1=CC=CC=C1)(C1=CC=CC=C1)C(C)(C)C (1-[2-fluoro-5-(tert-butyldiphenylsilyloxy)-benzyl]-piperazin-2-one). RXN SMILES: C(OC([N:8]1[CH2:13][CH2:12][N:11]([CH2:14][C:15]2[CH:20]=[C:19]([O:21][Si:22]([C:35]([CH3:38])([CH3:37])[CH3:36])([C:29]3[CH:34]=[CH:33][CH:32]=[CH:31][CH:30]=3)[C:23]3[CH:28]=[CH:27][CH:26]=[CH:25][CH:24]=3)[CH:18]=[CH:17][C:16]=2[F:39])[C:10](=[O:40])[CH2:9]1)=O)(C)(C)C.FC(F)(F)C(O)=O.C(=O)(O)[O-].[Na+]>C(Cl)Cl>[F:39][C:16]1[CH:17]=[CH:18][C:19]([O:21][Si:22]([C:35]([CH3:38])([CH3:37])[CH3:36])([C:23]2[CH:28]=[CH:27][CH:26]=[CH:25][CH:24]=2)[C:29]2[CH:34]=[CH:33][CH:32]=[CH:31][CH:30]=2)=[CH:20][C:15]=1[CH2:14][N:11]1[CH2:12][CH2:13][NH:8][CH2:9][C:10]1=[O:40] |f:2.3|. Procedure details: To a solution of product from Step E (2.1 g, 3.74 mmol) in methylene chloride (20 mL) was added trifluoroacetic acid (4 mL). The resulting solution was stirred for 2 hours, then poured onto saturated aqueous sodium bicarbonate, and extracted with methylene chloride (3×50 mL). The combined organic layers were dried over magnesium sulfate, filtered, and concentrated in vacuo to provide the title product without further purification. Starting materials: C(C)(C)(C)OC(=O)NCC1CCN(CC1)CC1(CCCC1)C(=O)OC (Methyl 1-[(4-{[(tert-butoxycarbonyl)amino]methyl}piperidine-1-yl)methyl]cyclopentanecarboxylate), Cl (HCl). Run in CO (MeOH), [OH-].[Na+] (NaOH). Conditions: temperature 70 celsius, time 4 hour. Product: C(C)(C)(C)OC(=O)NCC1CCN(CC1)CC1(CCCC1)C(=O)O (1-[(4-{[(tert-butoxycarbonyl)amino]methyl}piperidin-1-yl)methyl]cyclopentanecarboxylic acid). As a reaction SMILES: [C:1]([O:5][C:6]([NH:8][CH2:9][CH:10]1[CH2:15][CH2:14][N:13]([CH2:16][C:17]2([C:22]([O:24]C)=[O:23])[CH2:21][CH2:20][CH2:19][CH2:18]2)[CH2:12][CH2:11]1)=[O:7])([CH3:4])([CH3:3])[CH3:2].Cl>CO.[OH-].[Na+]>[C:1]([O:5][C:6]([NH:8][CH2:9][CH:10]1[CH2:11][CH2:12][N:13]([CH2:16][C:17]2([C:22]([OH:24])=[O:23])[CH2:21][CH2:20][CH2:19][CH2:18]2)[CH2:14][CH2:15]1)=[O:7])([CH3:4])([CH3:2])[CH3:3] |f:3.4|. Procedure: To a solution of Methyl 1-[(4-{[(tert-butoxycarbonyl)amino]methyl}piperidin-1-yl)methyl]cyclopentanecarboxylate (2.8 g, 8.0 mmol, Step 6) in MeOH (11 mL), 2 N aqueous NaOH solution (6 mL) was added at room temperature (exothermic). The resulting solution was stirred at 70° C. for 4 h, then cooled to 5˜10° C. in ice-cold water bath. To the solution, 5 N HCl aq (6 mL) was added dropwise. The resulting solution (pH value was ca.6) was concentrated and to the residue, 2-propanol (40 mL) was added. T...